From a dataset of the Open Reaction Database (ORD), a public repository of structured organic reaction records. describe an organic reaction: reactants, conditions, products, and yield The reactants are C1(=CC=CC=C1)P(C1=CC=CC=C1)C1=CC=CC=C1 (triphenylphosphine), ClCC(C)=O (chloroacetone), C(Cl)(Cl)Cl (chloroform). Solvent: CCOCC (ether). Conditions: temperature 20 celsius. Product: [Cl-].C(C(=O)C)[P+](C1=CC=CC=C1)(C1=CC=CC=C1)C1=CC=CC=C1 (acetonyltriphenylphosphonium chloride). As a reaction SMILES: [C:1]1([P:7]([C:14]2[CH:19]=[CH:18][CH:17]=[CH:16][CH:15]=2)[C:8]2[CH:13]=[CH:12][CH:11]=[CH:10][CH:9]=2)[CH:6]=[CH:5][CH:4]=[CH:3][CH:2]=1.[Cl:20][CH2:21][C:22](=[O:24])[CH3:23].C(Cl)(Cl)Cl>CCOCC>[Cl-:20].[CH2:21]([P+:7]([C:1]1[CH:2]=[CH:3][CH:4]=[CH:5][CH:6]=1)([C:8]1[CH:13]=[CH:12][CH:11]=[CH:10][CH:9]=1)[C:14]1[CH:15]=[CH:16][CH:17]=[CH:18][CH:19]=1)[C:22]([CH3:23])=[O:24] |f:4.5|. Reported procedure: A solution of 55 g of triphenylphosphine, 15.5 ml of chloroacetone and 165 ml of chloroform was refluxed for 45 minutes and after cooling to 20° C., the mixture was poured into 1.65 liters of ether. The mixture was vacuum filtered and the recovered product was washed with ether and dried under reduced pressure to obtain 26.9 g of acetonyltriphenylphosphonium chloride. The said product was added to 270 ml of aqueous 10% sodium carbonate solution and the mixture was stirred for 16 hours and was va... Starting materials: [OH-].[Na+] (NaOH), O (water), O (Water), C(C)(=O)[O-].[K+] (Potassium acetate), FC(S(=O)(=O)[O-])(F)F.C(C1=CC=CC=C1)[N+]12CC=C(C(C1)C2)C2=CC=C(C=C2)F (1-benzyl-4-(4-fluorophenyl)-1-azoniabicyclo[3.1.1]hept-3-ene trifluoromethanesulphonate). The solvent is CC(C)O (propan-2-ol), C1(=CC=CC=C1)C (toluene), C1(=CC=CC=C1)C (toluene), C1(=CC=CC=C1)C (toluene), C1(=CC=CC=C1)C (toluene), CC(C)O (propan-2-ol). The product is C(C1=CC=CC=C1)N1CC(C(=CC1)C1=CC=C(C=C1)F)CO ((+,−)-1-benzyl-3-hydroxymethyl-4-(4-fluorophenyl)-1,2,3,6-tetrahydropyridine). As a reaction SMILES: [C:1]([O-:4])(=O)[CH3:2].[K+].FC(F)(F)S([O-])(=O)=O.[CH2:14]([N+:21]12CC([CH2:26]1)[C:24]([C:28]1[CH:33]=[CH:32][C:31]([F:34])=[CH:30][CH:29]=1)=[CH:23][CH2:22]2)[C:15]1[CH:20]=[CH:19][CH:18]=[CH:17][CH:16]=1.O.[OH-].[Na+]>C1(C)C=CC=CC=1.CC(O)C>[CH2:14]([N:21]1[CH2:22][CH:23]=[C:24]([C:28]2[CH:33]=[CH:32][C:31]([F:34])=[CH:30][CH:29]=2)[CH:2]([CH2:1][OH:4])[CH2:26]1)[C:15]1[CH:16]=[CH:17][CH:18]=[CH:19][CH:20]=1 |f:0.1,2.3,5.6|. Procedure details: Potassium acetate (0.14 g) was added to a stirred solution of 1-benzyl-4-(4-fluorophenyl)-1-azoniabicyclo[3.1.1]hept-3-ene trifluoromethanesulphonate (0.5 g) in toluene (2.5 ml) and propan-2-ol (2.5 ml). The mixture was then boiled and stirred under reflux for 24 hours. The mixture was cooled to room temperature and toluene (10 ml) and water (5 ml) were added. The organic layer was separated, dried and evaporated to leave an oil. A solution of the oil in propan-2-ol (2 ml) and toluene (2 ml) was...